This data is from the Open Reaction Database (ORD), a public repository of structured organic reaction records. The task is: describe an organic reaction: reactants, conditions, products, and yield Starting materials: ClC=1C=CC(=C(C(=O)NC2=C(C=CC(=C2)C(F)(F)F)Cl)C1)O (5-chloro-N-[2-chloro-5-(trifluoromethyl)phenyl]-2 hydroxybenzamide), C(C)(=O)Cl (acetyl chloride), raw materials. Product: C(C)(=O)OC1=C(C(=O)NC2=C(C=CC(=C2)C(F)(F)F)Cl)C=C(C=C1)Cl (2-Acetoxy-5-chloro-N-[2-chloro-5-(trifluoromethyl)phenyl]benzamide). Yield: 34.0%. RXN SMILES: [Cl:1][C:2]1[CH:3]=[CH:4][C:5]([OH:22])=[C:6]([CH:21]=1)[C:7]([NH:9][C:10]1[CH:15]=[C:14]([C:16]([F:19])([F:18])[F:17])[CH:13]=[CH:12][C:11]=1[Cl:20])=[O:8].[C:23](Cl)(=[O:25])[CH3:24]>>[C:23]([O:22][C:5]1[CH:4]=[CH:3][C:2]([Cl:1])=[CH:21][C:6]=1[C:7]([NH:9][C:10]1[CH:15]=[C:14]([C:16]([F:17])([F:19])[F:18])[CH:13]=[CH:12][C:11]=1[Cl:20])=[O:8])(=[O:25])[CH3:24]. Reported procedure: Using 5-chloro-N-[2-chloro-5-(trifluoromethyl)phenyl]-2 hydroxybenzamide and acetyl chloride as the raw materials, the same operation as the example 96 gave the title compound. Procedure: A stirred mixture of 6-(4-(N-cyano-S-methylisothioureido)phenyl)-5-methyl-4,5-dihydro-3(2H)-pyridazinone (2 g), benzylamine (2 ml) and pyridine (100 ml) was heated under reflux for 2 hours. The residue after evaporation was triturated with ethanol and the resultant solid (1.6 g) was purified by flash chromatography (silica gel, chloroform:methanol mixtures) to give the title compound (0.85 g), m.p. 228°-229° C. Starting materials: C(#N)N(C(SC)=N)C1=CC=C(C=C1)C=1C(CC(NN1)=O)C (6-(4-(N-cyano-S-methylisothioureido)phenyl)-5-methyl-4,5-dihydro-3(2H)-pyridazinone), C(C1=CC=CC=C1)N (benzylamine), N1=CC=CC=C1 (pyridine). The product is C(C1=CC=CC=C1)NC(NC1=CC=C(C=C1)C=1C(CC(NN1)=O)C)=NC#N (6-[4-(N3 -Benzyl-N2 -cyanoguanidino)phenyl]-5-methyl-4,5-dihydro-3(2H)-pyridazinone). Reaction SMILES: C([N:3]([C:8]1[CH:13]=[CH:12][C:11]([C:14]2[CH:15]([CH3:21])[CH2:16][C:17](=[O:20])[NH:18][N:19]=2)=[CH:10][CH:9]=1)[C:4](=[NH:7])SC)#N.[CH2:22]([NH2:29])[C:23]1[CH:28]=[CH:27][CH:26]=[CH:25][CH:24]=1.[N:30]1C=CC=C[CH:31]=1>>[CH2:22]([NH:29][C:4](=[N:7][C:31]#[N:30])[NH:3][C:8]1[CH:9]=[CH:10][C:11]([C:14]2[CH:15]([CH3:21])[CH2:16][C:17](=[O:20])[NH:18][N:19]=2)=[CH:12][CH:13]=1)[C:23]1[CH:28]=[CH:27][CH:26]=[CH:25][CH:24]=1. Starting materials: CC[N+](CC)(CC)Cc1ccccc1, ClCc1ccc(OCc2ccccc2)cc1, [Cl-], N#C[Na], O, c1ccccc1. The product is N#CCc1ccc(OCc2ccccc2)cc1. Reaction SMILES: [CH2:22]([N+:23]([CH2:24][CH3:25])([CH2:26][CH3:27])[CH2:28][c:29]1[cH:30][cH:31][cH:32][cH:33][cH:34]1)[CH3:35].[CH2:5]([c:6]1[cH:7][cH:8][cH:9][cH:10][cH:11]1)[O:12][c:13]1[cH:14][cH:15][c:16]([CH2:17][Cl:18])[cH:19][cH:20]1.[Cl-:21].[Na:2][C:3]#[N:4].[OH2:1].[cH:36]1[cH:37][cH:38][cH:39][cH:40][cH:41]1>>[C:3](#[N:4])[CH2:17][c:16]1[cH:15][cH:14][c:13]([O:12][CH2:5][c:6]2[cH:7][cH:8][cH:9][cH:10][cH:11]2)[cH:20][cH:19]1. The reactants are CN, CCO, CCOC(C)=O, CC1(C)C2CCC(CCN3CCC4(CC3)C(=O)N(CCCCl)CN4c3ccccc3)C1C2, [I-], [Na+], O. The product is CNCCCN1CN(c2ccccc2)C2(CCN(CCC3CCC4CC3C4(C)C)CC2)C1=O. RXN SMILES: [CH3:33][NH2:34].[CH3:35][CH2:36][OH:37].[CH3:41][CH2:42][O:43][C:44]([CH3:45])=[O:46].[Cl:1][CH2:2][CH2:3][CH2:4][N:5]1[CH2:6][N:7]([c:27]2[cH:28][cH:29][cH:30][cH:31][cH:32]2)[C:8]2([C:9]1=[O:10])[CH2:11][CH2:12][N:13]([CH2:16][CH2:17][CH:18]1[CH:19]3[C:20]([CH3:25])([CH3:26])[CH:21]([CH2:22][CH2:23]1)[CH2:24]3)[CH2:14][CH2:15]2.[I-:39].[Na+:38].[OH2:40]>>[CH2:2]([CH2:3][CH2:4][N:5]1[CH2:6][N:7]([c:27]2[cH:28][cH:29][cH:30][cH:31][cH:32]2)[C:8]2([C:9]1=[O:10])[CH2:11][CH2:12][N:13]([CH2:16][CH2:17][CH:18]1[CH:19]3[C:20]([CH3:25])([CH3:26])[CH:21]([CH2:22][CH2:23]1)[CH2:24]3)[CH2:14][CH2:15]2)[NH:34][CH3:33].